From a dataset of the Open Reaction Database (ORD), a public repository of structured organic reaction records. describe an organic reaction: reactants, conditions, products, and yield Starting materials: P(Cl)(Cl)(Cl)(Cl)Cl (Phosphorus pentachloride), C([O-])(O)=O.[Na+] (sodium bicarbonate), N1=CC=CC=C1 (pyridine), C1(=CC=CC=C1)CC(=O)NC1[C@@H]2N(C(=C(CS2)C=CC2=C(N=NS2)C)C(=O)OC(C2=CC=CC=C2)C2=CC=CC=C2)C1=O (benzhydryl 7-phenylacetamido-3-[2-(4-methyl-1,2,3-thiadiazol-5-yl)vinyl]-3-cephem-4-carboxylate). Run in O (Water), C(Cl)Cl (methylene chloride), CO (Methanol). Reaction conditions: time 40 minute. Product: NC1[C@@H]2N(C(=C(CS2)\C=C/C2=C(N=NS2)C)C(=O)OC(C2=CC=CC=C2)C2=CC=CC=C2)C1=O (benzhydryl 7-amino-3-[(Z)-2-(4-methyl-1,2,3-thiadiazol-5-yl)vinyl]-3-cephem-4-carboxylate). The yield is 44.9%. RXN SMILES: P(Cl)(Cl)(Cl)(Cl)Cl.N1C=CC=CC=1.C1(CC([NH:22][CH:23]2[C:54](=[O:55])[N:25]3[C:26]([C:38]([O:40][CH:41]([C:48]4[CH:53]=[CH:52][CH:51]=[CH:50][CH:49]=4)[C:42]4[CH:47]=[CH:46][CH:45]=[CH:44][CH:43]=4)=[O:39])=[C:27]([CH:30]=[CH:31][C:32]4[S:36][N:35]=[N:34][C:33]=4[CH3:37])[CH2:28][S:29][C@H:24]23)=O)C=CC=CC=1.C(=O)(O)[O-].[Na+]>O.CO.C(Cl)Cl>[NH2:22][CH:23]1[C:54](=[O:55])[N:25]2[C:26]([C:38]([O:40][CH:41]([C:48]3[CH:53]=[CH:52][CH:51]=[CH:50][CH:49]=3)[C:42]3[CH:43]=[CH:44][CH:45]=[CH:46][CH:47]=3)=[O:39])=[C:27](/[CH:30]=[CH:31]\[C:32]3[S:36][N:35]=[N:34][C:33]=3[CH3:37])[CH2:28][S:29][C@H:24]12 |f:3.4|. Procedure: Phosphorus pentachloride (5.83 g, 28 mmol) was made a methylene chloride (50 ml) suspension, pyridine (7.39 g, 93 mmol) was added at 5°-10° C. and stirring was continued for 40 minutes. Added all at once at 5° C. thereto was benzhydryl 7-phenylacetamido-3-[2-(4-methyl-1,2,3-thiadiazol-5-yl)vinyl]-3-cephem-4-carboxylate (E/Z=1/3.5, 5.69 g, 9.36 mmol), and the mixture was stirred at the same temperature for 3 hours. Methanol (38 ml) was slowly added to the reaction mixture at -50° C., and it was s... Starting materials: CC(C(=O)OCC)(C)OC1=CC=C(C=C1)C1=CC=C(C=C1)CCNC(C1=C(C=CC=C1)OC)=O (ethyl 2-methyl-2-{4-[2-(2-methoxy-benzamido)-ethyl]-biphenyl-4'-oxy}-propionate), [OH-].[K+] (potassium hydroxide). The solvent is O (water), CO (methanol). The product is CC(C(=O)O)(C)OC1=CC=C(C=C1)C1=CC=C(C=C1)CCNC(C1=C(C=CC=C1)OC)=O (2-Methyl-2-{4-[2-(2-methoxy-benzamido)-ethyl]-biphenyl-4'-oxy}-propionic acid). RXN SMILES: [CH3:1][C:2]([O:9][C:10]1[CH:15]=[CH:14][C:13]([C:16]2[CH:21]=[CH:20][C:19]([CH2:22][CH2:23][NH:24][C:25](=[O:34])[C:26]3[CH:31]=[CH:30][CH:29]=[CH:28][C:27]=3[O:32][CH3:33])=[CH:18][CH:17]=2)=[CH:12][CH:11]=1)([CH3:8])[C:3]([O:5]CC)=[O:4].[OH-].[K+]>O.CO>[CH3:8][C:2]([O:9][C:10]1[CH:11]=[CH:12][C:13]([C:16]2[CH:21]=[CH:20][C:19]([CH2:22][CH2:23][NH:24][C:25](=[O:34])[C:26]3[CH:31]=[CH:30][CH:29]=[CH:28][C:27]=3[O:32][CH3:33])=[CH:18][CH:17]=2)=[CH:14][CH:15]=1)([CH3:1])[C:3]([OH:5])=[O:4] |f:1.2|. Procedure: 4gm (8.6 millimols) of ethyl 2-methyl-2-{4-[2-(2-methoxy-benzamido)-ethyl]-biphenyl-4'-oxy}-propionate were hydrolized at room temperature over a period of 12 hours with a solution of 1gm (17.2 millimols) of potassium hydroxide in 5 ml of water and 95 ml of methanol. After distilling off the methanol, 100 ml of water were added, and the mixture was extracted with ether. The pH of the aqueous phase was adjusted to between 1 and 2 with 2 N hydrochloric acid, and the acid mixture was extracted with... The reactants are N(CC(=O)NCC(=O)N[C@@H](CC1=CC=CC=C1)C(=O)NCC(=O)O)C(=O)OC(C)(C)C (Boc-Gly-Gly-Phe-Gly-OH), FC(C(=O)O)(F)F (trifluoroacetic acid). Conditions: time 1.5 hour. Yields the product FC(C(=O)O)(F)F (trifluoroacetic acid), NCC(=O)NCC(=O)N[C@@H](CC1=CC=CC=C1)C(=O)NCC(=O)O (Gly-Gly-Phe-Gly-OH). RXN SMILES: [NH:1](C(OC(C)(C)C)=O)[CH2:2][C:3]([NH:5][CH2:6][C:7]([NH:9][C@H:10]([C:18]([NH:20][CH2:21][C:22]([OH:24])=[O:23])=[O:19])[CH2:11][C:12]1[CH:17]=[CH:16][CH:15]=[CH:14][CH:13]=1)=[O:8])=[O:4].[F:32][C:33]([F:38])([F:37])[C:34]([OH:36])=[O:35]>>[F:32][C:33]([F:38])([F:37])[C:34]([OH:36])=[O:35].[NH2:1][CH2:2][C:3]([NH:5][CH2:6][C:7]([NH:9][C@H:10]([C:18]([NH:20][CH2:21][C:22]([OH:24])=[O:23])=[O:19])[CH2:11][C:12]1[CH:13]=[CH:14][CH:15]=[CH:16][CH:17]=1)=[O:8])=[O:4]. Procedure: Boc-Gly-Gly-Phe-Gly-OH (200 mg) was dissolved in trifluoroacetic acid (4 ml) and stirred for 1.5 hours. The solvent was evaporated, and the residue was subjected to azeotropic distillations twice with methanol (10 ml) and twice with ethanol (10 ml) and washed with ether to obtain trifluoroacetic acid salt of Gly-Gly-Phe-Gly-OH (225 mg). Starting materials: CN(C(=O)NC1=CC=CC=C1)CC1=CC=NC=C1 (1-Methyl-1-(4-pyridylmethyl)-3-phenylurea), [H][H] (hydrogen). Reagents/catalysts: [Pt]=O (platinum oxide). Solvent: C(C)(=O)O (acetic acid). The product is CN(C(=O)NC1CCCCC1)CC1CCNCC1 (1-methyl-1-(4-piperidylmethyl)-3-cyclohexylurea). The yield is 54.4%. RXN SMILES: [CH3:1][N:2]([CH2:12][C:13]1[CH:18]=[CH:17][N:16]=[CH:15][CH:14]=1)[C:3]([NH:5][C:6]1[CH:11]=[CH:10][CH:9]=[CH:8][CH:7]=1)=[O:4].[H][H]>C(O)(=O)C.[Pt]=O>[CH3:1][N:2]([CH2:12][CH:13]1[CH2:14][CH2:15][NH:16][CH2:17][CH2:18]1)[C:3]([NH:5][CH:6]1[CH2:11][CH2:10][CH2:9][CH2:8][CH2:7]1)=[O:4]. Procedure: 1-Methyl-1-(4-pyridylmethyl)-3-phenylurea (7.0 g) in glacial acetic acid (50 ml) was hydrogenated over platinum oxide at 60°/60 p.s.i. until uptake of hydrogen ceased. The catalyst was removed by filtration and the filtrate evaporated in vacuo. The resultant oil was basified with 5 N NaOH (to pH 12) and extracted with chloroform (2×50 ml). The combined extracts were dried (MgSO4) and evaporated with chloroform (2×50 ml). The combined extracts were dried (MgSO4) and evaporated to give 1-methyl-1-... Isolated yield 86.4%. Reported procedure: To a mixture of acetonitrile (0.50 mL, 9.57 mmol) in THF (30 ml) at RT was added potassium 2-methylbutan-2-olate (1.7M solution in 2-methyl-butan-2-ol, 16.9 mL, 28.7 mmol). On completion of the addition ethyl isobutyrate (5.12 mL, 38.3 mmol) was added dropwise and the mixture was maintained at RT for 16 hr. The reaction mixture was concentrated in vacuo to ca 20 mL, was diluted with ethanol (20 mL) and p-tolylhydrazine hydrochloride (1.52 g, 9.57 mmol) was added. The resulting mixture was acidif... Reaction SMILES: [C:1](#[N:3])C.[CH3:4][C:5]([O-])([CH2:7][CH3:8])[CH3:6].[K+].C(OCC)(=O)C(C)C.Cl.[C:20]1([CH3:28])[CH:25]=[CH:24][C:23]([NH:26][NH2:27])=[CH:22][CH:21]=1.Cl>C1COCC1.C(O)C>[CH:5]([C:7]1[CH:8]=[C:1]([NH2:3])[N:26]([C:23]2[CH:24]=[CH:25][C:20]([CH3:28])=[CH:21][CH:22]=2)[N:27]=1)([CH3:6])[CH3:4] |f:1.2,4.5|. The reactants are Cl.C1(=CC=C(C=C1)NN)C (p-tolylhydrazine hydrochloride), Cl (hydrochloric acid), C(C)#N (acetonitrile), CC(C)(CC)[O-].[K+] (potassium 2-methylbutan-2-olate), C(C(C)C)(=O)OCC (ethyl isobutyrate). Product: C(C)(C)C1=NN(C(=C1)N)C1=CC=C(C=C1)C (3-Isopropyl-1-p-tolyl-1H-pyrazol-5-amine). Solvent: C(C)O (ethanol), C1CCOC1 (THF). Starting materials: O=C1Cc2cc(Br)ccc2N1, C1CCNC1, Cc1[nH]c(C=O)c(C)c1CCCN1CCOCC1, CCO. Yields the product Cc1[nH]c(C=C2C(=O)Nc3ccc(Br)cc32)c(C)c1CCCN1CCOCC1. As a reaction SMILES: [Br:1][c:2]1[cH:3][c:4]2[c:8]([cH:9][cH:10]1)[NH:7][C:6](=[O:11])[CH2:5]2.[CH2:30]1[CH2:31][NH:32][CH2:33][CH2:34]1.[CH3:12][c:13]1[c:14]([CH:28]=[O:29])[nH:15][c:16]([CH3:27])[c:17]1[CH2:18][CH2:19][CH2:20][N:21]1[CH2:22][CH2:23][O:24][CH2:25][CH2:26]1.[CH3:35][CH2:36][OH:37]>>[Br:1][c:2]1[cH:3][c:4]2[c:8]([cH:9][cH:10]1)[NH:7][C:6](=[O:11])[C:5]2=[CH:28][c:14]1[c:13]([CH3:12])[c:17]([CH2:18][CH2:19][CH2:20][N:21]2[CH2:22][CH2:23][O:24][CH2:25][CH2:26]2)[c:16]([CH3:27])[nH:15]1. Reactants: CC(O)C(N)(O)C(=O)OC(C)(C)C, CC(C(=O)O)c1cccc(C(=O)c2ccccc2)c1, CCOC(C)=O, CN(C)c1ccncc1, ClCCl, Cl, N=C=N. Product: CC(O)C(N)(O)C(=O)OC(C)(C)C, CC(C(=O)O)c1cccc(C(=O)c2ccccc2)c1. RXN SMILES: [C:1](=[O:2])([O:3][C:4]([CH3:5])([CH3:6])[CH3:7])[C:8]([CH:9]([CH3:10])[OH:11])([OH:12])[NH2:13].[CH3:14][CH:15]([C:16]([OH:17])=[O:18])[c:19]1[cH:20][cH:21][cH:22][c:23]([C:25](=[O:26])[c:27]2[cH:28][cH:29][cH:30][cH:31][cH:32]2)[cH:24]1.[CH3:37][CH2:38][O:39][C:40](=[O:41])[CH3:42].[CH3:46][N:47]([c:48]1[cH:49][cH:50][n:51][cH:52][cH:53]1)[CH3:54].[Cl:43][CH2:44][Cl:45].[ClH:33].[NH:34]=[C:35]=[NH:36]>>[C:1](=[O:2])([O:3][C:4]([CH3:5])([CH3:6])[CH3:7])[C:8]([CH:9]([CH3:10])[OH:11])([OH:12])[NH2:13].[CH3:14][CH:15]([C:16](=[O:17])[OH:18])[c:19]1[cH:20][cH:21][cH:22][c:23]([C:25](=[O:26])[c:27]2[cH:28][cH:29][cH:30][cH:31][cH:32]2)[cH:24]1.